This data is from the Open Reaction Database (ORD), a public repository of structured organic reaction records. The task is: describe an organic reaction: reactants, conditions, products, and yield Reactants: N1(CCCC1)CC1NCCC2=C(C=CC=C12)OC (1-(pyrrolidin-1-yl)methyl-5-methoxy-1,2,3,4-tetrahydroisoquinoline), ClC=1C=C(C=CC1Cl)CC(=O)O (3,4-dichlorophenylacetic acid), C1(CCCCC1)N=C=NC1CCCCC1 (dicyclohexylcarbodiimide). Solvent: C(Cl)Cl (methylene chloride). Product: N1(CCCC1)CC1(NCCC2=C(C=CC=C12)OC)C(CC1=CC(=C(C=C1)Cl)Cl)=O (1-(pyrrolidin-1-Yl)methyl-2-(3,4-dichlorophenyl)acetyl-5-methoxy-1,2,3,4-tetrahydroisoquinoline). RXN SMILES: [N:1]1([CH2:6][CH:7]2[C:16]3[C:11](=[C:12]([O:17][CH3:18])[CH:13]=[CH:14][CH:15]=3)[CH2:10][CH2:9][NH:8]2)[CH2:5][CH2:4][CH2:3][CH2:2]1.[Cl:19][C:20]1[CH:21]=[C:22]([CH2:27][C:28](O)=[O:29])[CH:23]=[CH:24][C:25]=1[Cl:26].C1(N=C=NC2CCCCC2)CCCCC1>C(Cl)Cl>[N:1]1([CH2:6][C:7]2([C:28](=[O:29])[CH2:27][C:22]3[CH:23]=[CH:24][C:25]([Cl:26])=[C:20]([Cl:19])[CH:21]=3)[C:16]3[C:11](=[C:12]([O:17][CH3:18])[CH:13]=[CH:14][CH:15]=3)[CH2:10][CH2:9][NH:8]2)[CH2:5][CH2:4][CH2:3][CH2:2]1. Procedure: Prepared as Ex. No. 1, from 1.2 g (4.88 mmoles) of 1-(pyrrolidin-1-yl)methyl-5-methoxy-1,2,3,4-tetrahydroisoquinoline, 1.1 g (5.37 mmoles) of 3,4-dichlorophenylacetic acid and 2.2 g (10.68 mmoles) of dicyclohexylcarbodiimide in 50 ml of dry methylene chloride. The reactants are C(C)(=O)OCC (ethyl acetate), C([O-])([O-])=O.[K+].[K+] (Potassium carbonate), [N+](=O)([O-])C=1C=C(C(=CC1)OC)O (4-nitroguaiacol), Cl.ClCCN1CCCC1 (1-(2-chloroethyl)pyrrolidine hydrochloride). Run in O (water), CN(C)C=O (DMF). Reaction conditions: temperature 100 celsius. Product: COC1=C(OCCN2CCCC2)C=CC(=C1)[N+](=O)[O-] (1-[2-(2-Methoxy-4-nitrophenoxy)ethyl]pyrrolidine). As a reaction SMILES: C(=O)([O-])[O-].[K+].[K+].[N+:7]([C:10]1[CH:11]=[C:12]([OH:18])[C:13]([O:16][CH3:17])=[CH:14][CH:15]=1)([O-:9])=[O:8].Cl.ClC[CH2:22][N:23]1[CH2:27][CH2:26][CH2:25][CH2:24]1.[C:28](OCC)(=O)C>CN(C=O)C.O>[CH3:28][O:18][C:12]1[CH:11]=[C:10]([N+:7]([O-:9])=[O:8])[CH:15]=[CH:14][C:13]=1[O:16][CH2:17][CH2:22][N:23]1[CH2:27][CH2:26][CH2:25][CH2:24]1 |f:0.1.2,4.5|. Procedure: Potassium carbonate (3.3 g) was added to a solution of 4-nitroguaiacol (1.0 g) and 1-(2-chloroethyl)pyrrolidine hydrochloride (1.0 g) in DMF (20.0 mL), and the mixture was heated at 100° C. overnight. The reaction mixture was then mixed with ethyl acetate and water, and the organic phase was washed twice with water, dried over sodium sulfate and concentrated. The product with the molecular weight of 266.3 (C13H18N2O4) was obtained in this way; MS (ESI): 267 (M+H+). Starting materials: O=C1c2ccccc2C(=O)N1CCBr, [K+], [K+], O=C([O-])[O-], CN(C)C=O, O, c1ccc(N2CCNCC2)cc1. The product is O=C1c2ccccc2C(=O)N1CCN1CCN(c2ccccc2)CC1. As a reaction SMILES: [Br:19][CH2:20][CH2:21][N:22]1[C:23](=[O:32])[c:24]2[c:25]([cH:28][cH:29][cH:30][cH:31]2)[C:26]1=[O:27].[K+:13].[K+:14].[O-:15][C:16]([O-:17])=[O:18].[O:34]=[CH:35][N:36]([CH3:37])[CH3:38].[OH2:33].[c:1]1([N:7]2[CH2:8][CH2:9][NH:10][CH2:11][CH2:12]2)[cH:2][cH:3][cH:4][cH:5][cH:6]1>>[c:1]1([N:7]2[CH2:8][CH2:9][N:10]([CH2:20][CH2:21][N:22]3[C:23](=[O:32])[c:24]4[c:25]([cH:28][cH:29][cH:30][cH:31]4)[C:26]3=[O:27])[CH2:11][CH2:12]2)[cH:2][cH:3][cH:4][cH:5][cH:6]1. The reactants are O=C(CC#N)C (3-Oxo-butyronitrile), C(C)OC(OCC)OCC (triethylorthoformate), C(C)(=O)OC(C)=O (acetic anhydride). Product: C(C)(=O)C(C#N)=COCC (2-acetyl-3-ethoxy-acrylonitrile). RXN SMILES: [O:1]=[C:2]([CH3:6])[CH2:3][C:4]#[N:5].[CH2:7]([O:9][CH:10](OCC)OCC)[CH3:8].C(OC(=O)C)(=O)C>>[C:2]([C:3](=[CH:10][O:9][CH2:7][CH3:8])[C:4]#[N:5])(=[O:1])[CH3:6]. Reported procedure: 3-Oxo-butyronitrile (4.94 g, 60.9 mmol), triethylorthoformate (15.0 mL, 90.2 mmol), and acetic anhydride (0.3 mL, 2.7 mmol) were warmed to about 95-115° C. for about 1 hours, over which time a distillate was collected and discarded. After cooling the resultant mixture to room temperature, hexanes were added and a precipitate formed. The resultant mixture was filtered and the solids washed with hexanes, to yield the title compound as a solid.